From a dataset of the Open Reaction Database (ORD), a public repository of structured organic reaction records. describe an organic reaction: reactants, conditions, products, and yield Reactants: C(=O)C1=CC=CC=2N1C=NC2 (5-formylimidazo[1,5-a]pyridine), C1(=CC=CC=C1)P(CCCCC(=O)[O-])(C1=CC=CC=C1)C1=CC=CC=C1.[Na+] (sodium 5-(triphenylphosphoranyl)valerate), O (water), S(O)(O)(=O)=O (sulfuric acid). Run in CS(=O)C (dimethylsulfoxide), CS(=O)C (dimethylsulfoxide). Product: C(=O)(O)CCCC=CC1=CC=CC=2N1C=NC2 (5-(5-carboxypent-1-enyl)-imidazo[1,5-a]pyridine). As a reaction SMILES: [CH:1]([C:3]1[N:8]2[CH:9]=[N:10][CH:11]=[C:7]2[CH:6]=[CH:5][CH:4]=1)=O.C1(P(C2C=CC=CC=2)(C2C=CC=CC=2)[CH2:19][CH2:20][CH2:21][CH2:22][C:23]([O-:25])=[O:24])C=CC=CC=1.[Na+].O.S(=O)(=O)(O)O>CS(C)=O>[C:23]([CH2:22][CH2:21][CH2:20][CH:19]=[CH:1][C:3]1[N:8]2[CH:9]=[N:10][CH:11]=[C:7]2[CH:6]=[CH:5][CH:4]=1)([OH:25])=[O:24] |f:1.2|. Reported procedure: A solution of 5-formylimidazo[1,5-a]pyridine (1.46 g) in 15 ml of dry dimethylsulfoxide is added to a solution of sodium 5-(triphenylphosphoranyl)valerate (4.4 g) in 50 ml of dry dimethylsulfoxide at room temperature (Helv. Chem. Acta 63 1430 (1980)). The reaction is stirred for 3 hours, hydrolyzed with water and neutralized with dilute sulfuric acid. Extraction with ethyl acetate and chromatography or silica gel yields 5-(5-carboxypent-1-enyl)-imidazo[1,5-a]pyridine. The reactants are Cc1cc(C)c(S(=O)(=O)Nc2ccc(Oc3ccc4cc(C(=O)N5CCN(Cc6ccc(OCC(F)(F)F)cc6)CC5)n(C)c4c3)nc2)c(C)c1, [H-], CI, [Na+], CN(C)C=O, O. Yields the product Cc1cc(C)c(S(=O)(=O)N(C)c2ccc(Oc3ccc4cc(C(=O)N5CCN(Cc6ccc(OCC(F)(F)F)cc6)CC5)n(C)c4c3)nc2)c(C)c1. Reaction SMILES: [CH3:1][c:2]1[c:3]([S:10](=[O:11])(=[O:12])[NH:13][c:14]2[cH:15][n:16][c:17]([O:20][c:21]3[cH:22][cH:23][c:24]4[cH:25][c:26]([C:31](=[O:32])[N:33]5[CH2:34][CH2:35][N:36]([CH2:39][c:40]6[cH:41][cH:42][c:43]([O:46][CH2:47][C:48]([F:49])([F:50])[F:51])[cH:44][cH:45]6)[CH2:37][CH2:38]5)[n:27]([CH3:30])[c:28]4[cH:29]3)[cH:18][cH:19]2)[c:4]([CH3:9])[cH:5][c:6]([CH3:8])[cH:7]1.[H-:52].[I:54][CH3:55].[Na+:53].[O:57]=[CH:58][N:59]([CH3:60])[CH3:61].[OH2:56]>>[CH3:1][c:2]1[c:3]([S:10](=[O:11])(=[O:12])[N:13]([c:14]2[cH:15][n:16][c:17]([O:20][c:21]3[cH:22][cH:23][c:24]4[cH:25][c:26]([C:31](=[O:32])[N:33]5[CH2:34][CH2:35][N:36]([CH2:39][c:40]6[cH:41][cH:42][c:43]([O:46][CH2:47][C:48]([F:49])([F:50])[F:51])[cH:44][cH:45]6)[CH2:37][CH2:38]5)[n:27]([CH3:30])[c:28]4[cH:29]3)[cH:18][cH:19]2)[CH3:55])[c:4]([CH3:9])[cH:5][c:6]([CH3:8])[cH:7]1. As a reaction SMILES: C([O:8][C:9](=[O:26])[C@@H:10]1[CH2:14][CH2:13][CH2:12][N:11]1[C:15](=[O:25])[CH2:16][CH2:17][CH2:18][C:19]1[CH:24]=[CH:23][CH:22]=[CH:21][CH:20]=1)C1C=CC=CC=1>CO.[H][H]>[C:19]1([CH2:18][CH2:17][CH2:16][C:15]([N:11]2[CH2:12][CH2:13][CH2:14][C@H:10]2[C:9]([OH:26])=[O:8])=[O:25])[CH:24]=[CH:23][CH:22]=[CH:21][CH:20]=1. The product is C1(=CC=CC=C1)CCCC(=O)N1[C@H](C(=O)O)CCC1 (N-(4-phenylbutyryl)-L-proline). The reactants are C(C1=CC=CC=C1)OC([C@H]1N(CCC1)C(CCCC1=CC=CC=C1)=O)=O (N-(4-phenylbutyryl)-L-proline benzyl ester), Pd--C. Solvent: [H][H] (hydrogen), CO (methanol). Yield: 90.4%. Procedure: To N-(4-phenylbutyryl)-L-proline benzyl ester (9.31 g) in 99% methanol (100 ml) was added 10% Pd--C (0.90 g), and the mixture was stirred at room temperature in hydrogen stream for 2 hours. The catalyst was filtered off with celite, and the filtrate was concentrated to give 6.26 g of N-(4-phenylbutyryl)-L-proline.